Dataset: the Open Reaction Database (ORD), a public repository of structured organic reaction records. Task: describe an organic reaction: reactants, conditions, products, and yield Starting materials: C1(=CC=CC=C1)[Se]Cl (phenylselenenyl chloride), ClC1=C(C=CC(=C1)Cl)C(C(C)N1N=CN=C1)=O (2',4'-dichloro-2-(1H-1,2,4-triazol-1-yl)propiophenone), [H-].[Na+] (sodium hydride), [H-].[Na+] (sodium hydride), C([O-])(O)=O.[Na+] (sodium bicarbonate). Solvent: C(C)(=O)O (acetic acid), O1CCCC1 (tetrahydrofuran), O (water). Product: ClC1=C(C=CC(=C1)Cl)C(C(C)(N1N=CN=C1)[Se]C1=CC=CC=C1)=O (2',4'-Dichloro-2-phenylselenenyl-2-(1H-1,2,4-triazol-1-yl)propiophenone). Yield: 47.0%. As a reaction SMILES: [Cl:1][C:2]1[CH:7]=[C:6]([Cl:8])[CH:5]=[CH:4][C:3]=1[C:9](=[O:17])[CH:10]([N:12]1[CH:16]=[N:15][CH:14]=[N:13]1)[CH3:11].[H-].[Na+].[C:20]1([Se:26]Cl)[CH:25]=[CH:24][CH:23]=[CH:22][CH:21]=1.C(=O)(O)[O-].[Na+]>O1CCCC1.O.C(O)(=O)C>[Cl:1][C:2]1[CH:7]=[C:6]([Cl:8])[CH:5]=[CH:4][C:3]=1[C:9](=[O:17])[C:10]([Se:26][C:20]1[CH:25]=[CH:24][CH:23]=[CH:22][CH:21]=1)([N:12]1[CH:16]=[N:15][CH:14]=[N:13]1)[CH3:11] |f:1.2,4.5|. Procedure: To a solution of 2',4'-dichloro-2-(1H-1,2,4-triazol-1-yl)propiophenone (3 g, 11 mMole) in tetrahydrofuran (60 ml) cooled to 5° was added sodium hydride as a 50% by weight dispersion in oil (0.68 g of said dispersion which contained 14 mMole of sodium hydride). Thirty minutes later phenylselenenyl chloride was added in four equal portions over five minutes (2.95 g, 15.4 mMole). Fifteen minutes later glacial acetic acid was added (1.5 ml) and the mixture was poured into water (100 ml). Excess soli...